This data is from the Open Reaction Database (ORD), a public repository of structured organic reaction records. The task is: describe an organic reaction: reactants, conditions, products, and yield Starting materials: O=C([O-])[O-], N#Cc1ccccc1Oc1cccc(O)c1, COC(=O)Cc1c(Cl)nc(C)nc1SC, I[Cu]I, [K+], [K+], CN(C)C=O, O. The product is COC(=O)Cc1c(Oc2cccc(Oc3ccccc3C#N)c2)nc(C)nc1SC. As a reaction SMILES: [C:16](=[O:17])([O-:18])[O-:19].[C:22](#[N:23])[c:24]1[c:25]([O:26][c:27]2[cH:28][c:29]([OH:33])[cH:30][cH:31][cH:32]2)[cH:34][cH:35][cH:36][cH:37]1.[Cl:1][c:2]1[n:3][c:4]([CH3:15])[n:5][c:6]([S:13][CH3:14])[c:7]1[CH2:8][C:9](=[O:10])[O:11][CH3:12].[Cu:44]([I:45])[I:46].[K+:20].[K+:21].[O:39]=[CH:40][N:41]([CH3:42])[CH3:43].[OH2:38]>>[c:2]1([O:33][c:29]2[cH:28][c:27]([O:26][c:25]3[c:24]([C:22]#[N:23])[cH:37][cH:36][cH:35][cH:34]3)[cH:32][cH:31][cH:30]2)[n:3][c:4]([CH3:15])[n:5][c:6]([S:13][CH3:14])[c:7]1[CH2:8][C:9](=[O:10])[O:11][CH3:12]. The reactants are CC(C)(C=1C=CC(=CC1)O)C=2C=CC(=CC2)O (BPA), above mixture, C(C)(C)(C1=CC=CC=C1)C1=CC=C(C=C1)O (p-cumylphenol), O=C([C@H](O)[C@@H](O)[C@H](O)[C@H](O)CO)[O-].[Na+] (sodium gluconate), C=1(C(O)=CC=CC1)OC.CC(C)(C=1C=CC(=CC1)O)C=2C=CC(=CC2)O (guaiacol BPA), C(=O)(Cl)Cl (Phosgene). Run in C(C)N(CC)CC (triethylamine), O (water), C(Cl)Cl (Methylene chloride). The product is OC1=CC=C(C=C1)C(C)(C)C1=CC(=C(C=C1)O)OC (4-(2-(4-hydroxyphenyl)propan-2-yl)-2-methoxyphenol). Reaction SMILES: [C:1]1([O:8][CH3:9])[C:2](=[CH:4][CH:5]=[CH:6][CH:7]=1)[OH:3].[CH3:10][C:11](C1C=CC(O)=CC=1)([C:13]1[CH:14]=[CH:15][C:16]([OH:19])=[CH:17][CH:18]=1)[CH3:12].CC(C1C=CC(O)=CC=1)(C1C=CC(O)=CC=1)C.C(C1C=CC(O)=CC=1)(C1C=CC=CC=1)(C)C.O=C([O-])[C@@H]([C@H]([C@@H]([C@@H](CO)O)O)O)O.[Na+].C(Cl)(Cl)=O>C(N(CC)CC)C.O.C(Cl)Cl>[OH:19][C:16]1[CH:17]=[CH:18][C:13]([C:11]([C:6]2[CH:5]=[CH:4][C:2]([OH:3])=[C:1]([O:8][CH3:9])[CH:7]=2)([CH3:12])[CH3:10])=[CH:14][CH:15]=1 |f:0.1,4.5|. Procedure: Run 3—1% guaiacol BPA: Methylene chloride (23 L), water (8 L), BPA (4500 g, 19.8 mol), monomethoxyBPA (55 g of the above mixture), p-cumylphenol (135 g, 0.64 mol), triethylamine (40 ml) and sodium gluconate (10 g) was charged to a 75 L reactor equipped with mechanical agitation, condenser, and caustic scrubber vent system. Phosgene (2300 g, 23.2 mol) was added at a rate of 80 g/min to the reactor while 33 wt % caustic was added at a rate to maintain pH=10. The reactor contents were purged with n... Starting materials: O=C(O)c1cc(Br)c(F)c(F)c1F, C1CCOC1, [Li]CCCC, ClCCl, Nc1ccccc1Cl. Yields the product O=C(O)c1cc(Br)c(F)c(F)c1Nc1ccccc1Cl. RXN SMILES: [Br:14][c:15]1[c:16]([F:26])[c:17]([F:25])[c:18]([F:24])[c:19]([C:20](=[O:21])[OH:22])[cH:23]1.[CH2:30]1[O:31][CH2:32][CH2:33][CH2:34]1.[CH3:1][CH2:2][CH2:3][CH2:4][Li:5].[Cl:27][CH2:28][Cl:29].[Cl:6][c:7]1[c:8]([NH2:9])[cH:10][cH:11][cH:12][cH:13]1>>[Cl:6][c:7]1[c:8]([NH:9][c:18]2[c:17]([F:25])[c:16]([F:26])[c:15]([Br:14])[cH:23][c:19]2[C:20](=[O:21])[OH:22])[cH:10][cH:11][cH:12][cH:13]1. The reactants are resultant compound, C(C)(C)N (isopropylamine), CN(CC=1N=C(SC1)NC(=O)OC(C)(C)C)C(=O)N[C@@H](C(C)C)C(=O)N[C@@H](CC1=CC=CC=C1)[C@H]([C@H]([C@H](CC1=CC=CC=C1)NC([C@@H](NC(=O)N(C)CC=1N=C(SC1)NC(=O)OC(C)(C)C)C(C)C)=O)O)O ((2S,3R,4S,5S)-2,5-Bis-(N-(N-((N-methyl-N-((2-((((t-butyl)oxy)carbonyl)amino)-4-thiazolyl)methyl)amino)carbonyl)valinyl)amino)-3,4-dihydroxy-1.6-diphenylhexane), CO (methanol). Solvent: C(Cl)(Cl)Cl (chloroform), C(Cl)(Cl)Cl (chloroform). The product is CN(CC=1N=C(SC1)N)C(=O)N[C@@H](C(C)C)C(=O)N[C@@H](CC1=CC=CC=C1)[C@H]([C@H]([C@H](CC1=CC=CC=C1)NC([C@@H](NC(=O)N(C)CC=1N=C(SC1)N)C(C)C)=O)O)O ((2S,3R,4S,5S)-2,5-Bis-(N-(N-((N-methyl-N-((2-amino-4-thiazolyl)methyl)amino)carbonyl)valinyl)amino)-3,4-dihydroxy-1,6-diphenylhexane). As a reaction SMILES: [CH3:1][N:2]([C:17]([NH:19][C@H:20]([C:24]([NH:26][C@H:27]([C@@H:35]([OH:72])[C@@H:36]([OH:71])[C@@H:37]([NH:45][C:46](=[O:70])[C@H:47]([CH:67]([CH3:69])[CH3:68])[NH:48][C:49]([N:51]([CH2:53][C:54]1[N:55]=[C:56]([NH:59]C(OC(C)(C)C)=O)[S:57][CH:58]=1)[CH3:52])=[O:50])[CH2:38][C:39]1[CH:44]=[CH:43][CH:42]=[CH:41][CH:40]=1)[CH2:28][C:29]1[CH:34]=[CH:33][CH:32]=[CH:31][CH:30]=1)=[O:25])[CH:21]([CH3:23])[CH3:22])=[O:18])[CH2:3][C:4]1[N:5]=[C:6]([NH:9]C(OC(C)(C)C)=O)[S:7][CH:8]=1.CO.C(N)(C)C>C(Cl)(Cl)Cl>[CH3:52][N:51]([C:49]([NH:48][C@H:47]([C:46]([NH:45][C@H:37]([C@@H:36]([OH:71])[C@@H:35]([OH:72])[C@@H:27]([NH:26][C:24](=[O:25])[C@H:20]([CH:21]([CH3:22])[CH3:23])[NH:19][C:17]([N:2]([CH2:3][C:4]1[N:5]=[C:6]([NH2:9])[S:7][CH:8]=1)[CH3:1])=[O:18])[CH2:28][C:29]1[CH:30]=[CH:31][CH:32]=[CH:33][CH:34]=1)[CH2:38][C:39]1[CH:40]=[CH:41][CH:42]=[CH:43][CH:44]=1)=[O:70])[CH:67]([CH3:69])[CH3:68])=[O:50])[CH2:53][C:54]1[N:55]=[C:56]([NH2:59])[S:57][CH:58]=1. Procedure: Using the procedure of Example 58B but replacing the resultant compound of Example 58A with the resultant compound of Example 93 provided, after silica gel chromatography using first 5% then 10% methanol in chloroform followed by 2% isopropylamine/10% methanol in chloroform, 53 mg (38%) of the desired compound (Rf 0.15, 10% methanol in chloroform) as a white solid, m.p. 130°-134° C. Mass spectrum: (M+1)+ =837. Reaction conditions: time 16 hour. Reported procedure: 4-Methoxy-2-nitroaniline (2.3 g, 0.014 mol) and 2-(4-tolylsulfonyl)ethyl 4-chlorosulfonyl-2-(2-[4-tolylsulfonyl]ethoxycarbonylmethoxy)phenoxyacetate (Intermediate A16, 9.6 g, 0.014 mol) were dissolved in 40 mL of pyridine and stirred under positive nitrogen pressure. After ca. 16 hr, the mixture was diluted with 50 mL of toluene and 20 mL of dichloromethane and was concentrated at aspirator pressure. The residue was purified on a flash silica gel column (dichloromethane→5:1 dichloromethane:ethyl... Reaction SMILES: [CH3:1][O:2][C:3]1[CH:9]=[CH:8][C:6]([NH2:7])=[C:5]([N+:10]([O-:12])=[O:11])[CH:4]=1.Cl[S:14]([C:17]1[CH:39]=[CH:38][C:20]([O:21][CH2:22][C:23]([O:25][CH2:26][CH2:27][S:28]([C:31]2[CH:36]=[CH:35][C:34]([CH3:37])=[CH:33][CH:32]=2)(=[O:30])=[O:29])=[O:24])=[C:19]([O:40][CH2:41][C:42]([O:44][CH2:45][CH2:46][S:47]([C:50]2[CH:55]=[CH:54][C:53]([CH3:56])=[CH:52][CH:51]=2)(=[O:49])=[O:48])=[O:43])[CH:18]=1)(=[O:16])=[O:15]>N1C=CC=CC=1.C1(C)C=CC=CC=1.ClCCl>[CH3:1][O:2][C:3]1[CH:9]=[CH:8][C:6]([NH:7][S:14]([C:17]2[CH:39]=[CH:38][C:20]([O:21][CH2:22][C:23]([O:25][CH2:26][CH2:27][S:28]([C:31]3[CH:32]=[CH:33][C:34]([CH3:37])=[CH:35][CH:36]=3)(=[O:29])=[O:30])=[O:24])=[C:19]([O:40][CH2:41][C:42]([O:44][CH2:45][CH2:46][S:47]([C:50]3[CH:55]=[CH:54][C:53]([CH3:56])=[CH:52][CH:51]=3)(=[O:49])=[O:48])=[O:43])[CH:18]=2)(=[O:15])=[O:16])=[C:5]([N+:10]([O-:12])=[O:11])[CH:4]=1. Product: COC1=CC(=C(C=C1)NS(=O)(=O)C1=CC(=C(OCC(=O)OCCS(=O)(=O)C2=CC=C(C=C2)C)C=C1)OCC(=O)OCCS(=O)(=O)C1=CC=C(C=C1)C)[N+](=O)[O-] (2(4-Tolylsulfonyl)ethyl 4-(4-methoxy-2-nitro-phenyl)aminosulfonyl-2-(2-[4-tolylsulfonyl]ethoxycarbonylmethoxy)phenoxyacetate). Solvent: N1=CC=CC=C1 (pyridine), C1(=CC=CC=C1)C (toluene), ClCCl (dichloromethane). The reactants are COC1=CC(=C(N)C=C1)[N+](=O)[O-] (4-Methoxy-2-nitroaniline), ClS(=O)(=O)C1=CC(=C(OCC(=O)OCCS(=O)(=O)C2=CC=C(C=C2)C)C=C1)OCC(=O)OCCS(=O)(=O)C1=CC=C(C=C1)C (2-(4-tolylsulfonyl)ethyl 4-chlorosulfonyl-2-(2-[4-tolylsulfonyl]ethoxycarbonylmethoxy)phenoxyacetate). The yield is 58.3%.